Dataset: the Open Reaction Database (ORD), a public repository of structured organic reaction records. Task: describe an organic reaction: reactants, conditions, products, and yield Starting materials: N12CCCCCC2=NCCC1 (1,8-diazabicyclo[5.4.0]undec-7-ene), FC=1C=C2C(C(=CN(C2=NC1F)C1=C(C=C(C=C1)F)F)C(=O)O)=O (6,7-difluoro-1-(2,4-difluorophenyl)-4-oxo-1,4-dihydro-naphthyridine-3-carboxylic acid), Cl.Cl.NCC1CNCC1=NOC(C)(C)C (3-aminomethyl-4-t-butyloxyiminopyrrolidine dihydrochloride). Run in C(C)#N (acetonitrile). Run at time 15 minute. Yields the product 81t, NCC1CN(CC1=NOC(C)(C)C)C1=C(C=C2C(C(=CN(C2=N1)C1=C(C=C(C=C1)F)F)C(=O)O)=O)F (7-(3-aminomethyl-4-t-butyloxyiminopyrrolidin-1-yl)-1-(2,4-difluorophenyl)-6-fluoro-4-oxo-1,4-dihydro-1,8-naphthyridine-3-carboxylic acid). Reaction SMILES: [F:1][C:2]1[CH:3]=[C:4]2[C:9](=[N:10][C:11]=1F)[N:8]([C:13]1[CH:18]=[CH:17][C:16]([F:19])=[CH:15][C:14]=1[F:20])[CH:7]=[C:6]([C:21]([OH:23])=[O:22])[C:5]2=[O:24].Cl.Cl.[NH2:27][CH2:28][CH:29]1[C:33](=[N:34][O:35][C:36]([CH3:39])([CH3:38])[CH3:37])[CH2:32][NH:31][CH2:30]1.N12CCCN=C1CCCCC2>C(#N)C>[NH2:27][CH2:28][CH:29]1[C:33](=[N:34][O:35][C:36]([CH3:39])([CH3:38])[CH3:37])[CH2:32][N:31]([C:11]2[N:10]=[C:9]3[C:4]([C:5](=[O:24])[C:6]([C:21]([OH:23])=[O:22])=[CH:7][N:8]3[C:13]3[CH:18]=[CH:17][C:16]([F:19])=[CH:15][C:14]=3[F:20])=[CH:3][C:2]=2[F:1])[CH2:30]1 |f:1.2.3|. Procedure details: 168 mg (0.5 mmole) of 6,7-difluoro-1-(2,4-difluorophenyl)-4-oxo-1,4-dihydro-naphthyridine-3-carboxylic acid and 143 mg (0.55 mmole) of 3-aminomethyl-4-t-butyloxyiminopyrrolidine dihydrochloride were suspended in 3 ml of dry acetonitrile. Then, 230 mg (1.5 mmole) of 1,8-diazabicyclo[5.4.0]undec-7-ene was added thereto, and the reaction mixture was stirred for 15 minutes at room temperature and then treated according to the same manner as Example 89 to obtain 203 mg (Yield: 81t) of the title compo... Product: C(C)(C)NCC(=O)C1=CC(=C(C=C1)OC(C1=C(C(=C(C=C1)C)OC)Cl)=O)OC(CC(C)C)=O (3-(isovaleryloxy)-4-(2-chloro-3-methoxy-4-methylbenzoyloxy)phenyl isopropylaminomethyl ketone). Procedure: Following a procedure similar to that described in Example 2A above, when 3-hydroxy-4-(2-chloro-3-methoxy-4-methylbenzoyloxy)phenyl isopropylaminomethyl ketone is interacted with one equivalent of sodium methoxide and the resulting sodium phenolate salt is reacted with isovaleryl chloride there is obtained 3-(isovaleryloxy)-4-(2-chloro-3-methoxy-4-methylbenzoyloxy)phenyl isopropylaminomethyl ketone; and by interaction of this base with hydrochloric acid there is obtained the hydrochloride salt. ... Reactants: C(C)(C)NCC(=O)C1=CC(=C(C=C1)OC(C1=C(C(=C(C=C1)C)OC)Cl)=O)O (3-hydroxy-4-(2-chloro-3-methoxy-4-methylbenzoyloxy)phenyl isopropylaminomethyl ketone), C[O-].[Na+] (sodium methoxide), C1(=CC=CC=C1)[O-].[Na+] (sodium phenolate salt), C(CC(C)C)(=O)Cl (isovaleryl chloride). RXN SMILES: [CH:1]([NH:4][CH2:5][C:6]([C:8]1[CH:13]=[CH:12][C:11]([O:14][C:15](=[O:26])[C:16]2[CH:21]=[CH:20][C:19]([CH3:22])=[C:18]([O:23][CH3:24])[C:17]=2[Cl:25])=[C:10]([OH:27])[CH:9]=1)=[O:7])([CH3:3])[CH3:2].C[O-].[Na+].C1([O-])C=CC=CC=1.[Na+].[C:39](Cl)(=[O:44])[CH2:40][CH:41]([CH3:43])[CH3:42]>>[CH:1]([NH:4][CH2:5][C:6]([C:8]1[CH:13]=[CH:12][C:11]([O:14][C:15](=[O:26])[C:16]2[CH:21]=[CH:20][C:19]([CH3:22])=[C:18]([O:23][CH3:24])[C:17]=2[Cl:25])=[C:10]([O:27][C:39](=[O:44])[CH2:40][CH:41]([CH3:43])[CH3:42])[CH:9]=1)=[O:7])([CH3:3])[CH3:2] |f:1.2,3.4|.